The task is: describe an organic reaction: reactants, conditions, products, and yield. This data is from the Open Reaction Database (ORD), a public repository of structured organic reaction records. The product is CN1c2ccccc2CN(C(=O)c2ccc(-c3ccccc3)cc2)c2ccccc21. Reaction SMILES: [CH3:32][N:33]([CH3:34])[CH:35]=[O:36].[H-:30].[Na+:31].[c:1]1(-[c:24]2[cH:25][cH:26][cH:27][cH:28][cH:29]2)[cH:2][cH:3][c:4]([C:7](=[O:8])[N:9]2[c:10]3[c:11]([cH:20][cH:21][cH:22][cH:23]3)[NH:12][c:13]3[c:14]([cH:16][cH:17][cH:18][cH:19]3)[CH2:15]2)[cH:5][cH:6]1>>[c:1]1(-[c:24]2[cH:25][cH:26][cH:27][cH:28][cH:29]2)[cH:2][cH:3][c:4]([C:7](=[O:8])[N:9]2[c:10]3[c:11]([cH:20][cH:21][cH:22][cH:23]3)[N:12]([CH3:32])[c:13]3[c:14]([cH:16][cH:17][cH:18][cH:19]3)[CH2:15]2)[cH:5][cH:6]1. The reactants are CN(C)C=O, [H-], [Na+], O=C(c1ccc(-c2ccccc2)cc1)N1Cc2ccccc2Nc2ccccc21. Starting materials: C(C)(=O)O (acetic acid), FC=1C=C(C=O)C=CC1OCC1=NC=CC=C1 (3-fluoro-4-(pyridin-2-ylmethoxy)-benzaldehyde), [N+](=O)([O-])C (nitromethane), C(C)(=O)[O-].[NH4+] (ammonium acetate). The solvent is C(C)(=O)OCC (ethyl acetate), O (Water). Conditions: temperature 110 celsius, time 2 hour. Yields the product FC1=C(OCC2=NC=CC=C2)C=CC(=C1)\C=C\[N+](=O)[O-] (2-(2-Fluoro-4-((E)-2-nitro-vinyl)-phenoxymethyl)-pyridine). Yield: 90.4%. As a reaction SMILES: C(O)(=O)C.[F:5][C:6]1[CH:7]=[C:8]([CH:11]=[CH:12][C:13]=1[O:14][CH2:15][C:16]1[CH:21]=[CH:20][CH:19]=[CH:18][N:17]=1)[CH:9]=O.[N+:22]([CH3:25])([O-:24])=[O:23].C([O-])(=O)C.[NH4+]>C(OCC)(=O)C.O>[F:5][C:6]1[CH:7]=[C:8](/[CH:9]=[CH:25]/[N+:22]([O-:24])=[O:23])[CH:11]=[CH:12][C:13]=1[O:14][CH2:15][C:16]1[CH:21]=[CH:20][CH:19]=[CH:18][N:17]=1 |f:3.4|. Procedure details: To an acetic acid (25.0 mL) solution of 3-fluoro-4-(pyridin-2-ylmethoxy)-benzaldehyde (2.80 g, 12.1 mmol) described in Manufacturing Example 87-1-1 were added nitromethane (3.69 g, 60.5 mmol) and ammonium acetate (1.87 g, 24.2 mmol) under nitrogen atmosphere at room temperature, which was stirred for 2 hours at 110° C. Water and ethyl acetate were added to the reaction mixture, and the organic layer was extracted with ethyl acetate. The organic layer was washed with water and saturated aqueous s... The reactants are [N+](=[N-])=C(C(=O)OC)C=CC1=CC=CC=C1 (Methyl 2-diazo-4-phenyl-3-butenoate), C=C\C=C/C (cis-1,3-pentadiene). The solvent is CCCCC (pentane), CCCCC (pentane). Conditions: time 2 hour. Yields the product C[C@H]1[C@@H](C=C(CC=C1)C(=O)OC)C1=CC=CC=C1 (Methyl trans-4-methyl-3-phenyl-cyclohepta-1,5-diene-1-carboxylate). The yield is 79.4%. RXN SMILES: [N+](=[C:3]([CH:8]=[CH:9][C:10]1[CH:15]=[CH:14][CH:13]=[CH:12][CH:11]=1)[C:4]([O:6][CH3:7])=[O:5])=[N-].[CH2:16]=[CH:17]/[CH:18]=[CH:19]\[CH3:20]>CCCCC>[CH3:20][C@@H:19]1[CH:18]=[CH:17][CH2:16][C:3]([C:4]([O:6][CH3:7])=[O:5])=[CH:8][C@H:9]1[C:10]1[CH:15]=[CH:14][CH:13]=[CH:12][CH:11]=1. Reported procedure: A solution of (E) Methyl 2-diazo-4-phenyl-3-butenoate (0.26 g, 1.3 mmol) in dry pentane (20 mL) is added dropwise to a stirred solution of Rh2 (TBSP)4 (0.0195 g, 13.5 mmol) and cis-1,3-pentadiene (0.45 g, 6.7 mmol) in dry pentane (50 mL) under an argon atmosphere at room temperature. After stirring for 2 hours the solvent is removed under reduced pressure. Purification by silica gel column chromatography (1/99; diethyl ether/petroleum ether, Rf =0.05) gave the product as a yellow oil (0.25 g, 79... Starting materials: CCOC(=O)CCc1cn(Cc2ccc(OCc3nc4ccccc4n3C)cc2)nc1OCC, CCO, Cl, [Na+], C1CCOC1, [OH-]. The product is CCOc1nn(Cc2ccc(OCc3nc4ccccc4n3C)cc2)cc1CCC(=O)O. As a reaction SMILES: [CH2:1]([CH3:2])[O:3][c:4]1[n:5][n:6]([CH2:16][c:17]2[cH:18][cH:19][c:20]([O:23][CH2:24][c:25]3[n:26][c:27]4[c:28]([n:29]3[CH3:30])[cH:31][cH:32][cH:33][cH:34]4)[cH:21][cH:22]2)[cH:7][c:8]1[CH2:9][CH2:10][C:11](=[O:12])[O:13][CH2:14][CH3:15].[CH3:43][CH2:44][OH:45].[ClH:42].[Na+:36].[O:37]1[CH2:38][CH2:39][CH2:40][CH2:41]1.[OH-:35]>>[CH2:1]([CH3:2])[O:3][c:4]1[n:5][n:6]([CH2:16][c:17]2[cH:18][cH:19][c:20]([O:23][CH2:24][c:25]3[n:26][c:27]4[c:28]([n:29]3[CH3:30])[cH:31][cH:32][cH:33][cH:34]4)[cH:21][cH:22]2)[cH:7][c:8]1[CH2:9][CH2:10][C:11](=[O:12])[OH:13]. The reactants are CCOC(=O)c1sc(N2CC(C)N(Cc3ccc(F)cc3)C2=O)nc1C, CCOC(=O)c1sc(N2C(=O)N(Cc3ccc(F)cc3)CC2C)nc1C. The product is Cc1nc(N2C(=O)N(Cc3ccc(F)cc3)CC2C)sc1C(=O)O. RXN SMILES: [F:1][c:2]1[cH:3][cH:4][c:5]([CH2:6][N:7]2[CH:8]([CH3:9])[CH2:10][N:11]([c:12]3[s:13][c:14]([C:15]([O:16][CH2:17][CH3:18])=[O:19])[c:20]([CH3:21])[n:22]3)[C:23]2=[O:24])[cH:25][cH:26]1.[F:27][c:28]1[cH:29][cH:30][c:31]([CH2:32][N:33]2[C:34](=[O:50])[N:35]([c:39]3[s:40][c:41]([C:45](=[O:46])[O:47][CH2:48][CH3:49])[c:42]([CH3:44])[n:43]3)[CH:36]([CH3:38])[CH2:37]2)[cH:51][cH:52]1>>[F:27][c:28]1[cH:29][cH:30][c:31]([CH2:32][N:33]2[C:34](=[O:50])[N:35]([c:39]3[s:40][c:41]([C:45](=[O:46])[OH:47])[c:42]([CH3:44])[n:43]3)[CH:36]([CH3:38])[CH2:37]2)[cH:51][cH:52]1. Reactants: FC=1C=C(C(=O)NNC(=O)C=2OC=C(C2C2=CC=CC=C2)C2=CC=CC=C2)C=CC1OC (3,4-diphenyl-2-furancarboxylic acid 2-(3-fluoro-4-methoxybenzoyl)hydrazide), NC=1C=C(C(=O)NNC(=O)C=2OC=C(C2C2=CC=CC=C2)C2=CC=CC=C2)C=CC1OC (3,4-diphenyl-2-furancarboxylic acid 2-(3-amino-4-methoxybenzoyl)hydrazide). The product is NC=1C=C(C(=O)NNC(=O)C=2OC=C(C2C2=CC=CC=C2)C2=CC=CC=C2)C=CC1O (3,4-diphenyl-2-furancarboxylic acid 2-(3-amino-4-hydroxybenzoyl)hydrazide). The yield is 96.2%. As a reaction SMILES: FC1C=C(C=CC=1OC)C(NNC(C1OC=C(C2C=CC=CC=2)C=1C1C=CC=CC=1)=O)=O.[NH2:33][C:34]1[CH:35]=[C:36]([CH:60]=[CH:61][C:62]=1[O:63]C)[C:37]([NH:39][NH:40][C:41]([C:43]1[O:44][CH:45]=[C:46]([C:54]2[CH:59]=[CH:58][CH:57]=[CH:56][CH:55]=2)[C:47]=1[C:48]1[CH:53]=[CH:52][CH:51]=[CH:50][CH:49]=1)=[O:42])=[O:38]>>[NH2:33][C:34]1[CH:35]=[C:36]([CH:60]=[CH:61][C:62]=1[OH:63])[C:37]([NH:39][NH:40][C:41]([C:43]1[O:44][CH:45]=[C:46]([C:54]2[CH:55]=[CH:56][CH:57]=[CH:58][CH:59]=2)[C:47]=1[C:48]1[CH:49]=[CH:50][CH:51]=[CH:52][CH:53]=1)=[O:42])=[O:38]. Procedure details: A reaction and treatment was carried out in the same manner as in Example 32 except that the compound of Example 31 used in Example 32 was replaced with the compound of Example 41 (1.00 g), thereby giving 0.93 g of the desired compound. Melting point: 268-270° C. (Recrystallized from methanol)